Dataset: the Open Reaction Database (ORD), a public repository of structured organic reaction records. Task: describe an organic reaction: reactants, conditions, products, and yield The reactants are C1(CCCCC1)CC=O (cyclohexylacetaldehyde), [N+](=O)([O-])C1=C2C(OC(=O)C2=CC=C1)O (4-nitro-3-hydroxyphthalide), C[O-].[Na+] (sodium methylate). The reagents and catalysts are [Pd].S(=O)(=O)([O-])[O-].[Ba+2] (Pd barium sulphate). Solvent: C(C)(C)O (isopropanol). Product: C1(CCCCC1)C=1C=NC=2C=CC=C(C2C1)C(=O)O (3-Cyclohexyl-quinoline-5-carboxylic acid). RXN SMILES: [N+:1]([C:4]1[CH:13]=[CH:12][CH:11]=[C:10]2[C:5]=1[CH:6](O)[O:7][C:8]2=[O:9])([O-])=O.[CH:15]1([CH2:21][CH:22]=O)[CH2:20][CH2:19][CH2:18][CH2:17][CH2:16]1.C[O-].[Na+]>C(O)(C)C.[Pd].S([O-])([O-])(=O)=O.[Ba+2]>[CH:15]1([C:21]2[CH:22]=[N:1][C:4]3[CH:13]=[CH:12][CH:11]=[C:10]([C:8]([OH:7])=[O:9])[C:5]=3[CH:6]=2)[CH2:20][CH2:19][CH2:18][CH2:17][CH2:16]1 |f:2.3,5.6.7|. Procedure: A mixture of 50 g of 4-nitro-3-hydroxyphthalide in 200 ml of isopropanol is hydrogenated with 5 g of Pd/barium sulphate under 3.5 bar, during which the temperature rises to 55° C. When the hydrogenation has ended (about 30 minutes), the catalyst is filtered off hot with suction. 33 g (260 mmol) of cyclohexylacetaldehyde are added to the filtrate and, after addition of a catalytic amount of sodium methylate, the mixture is heated under reflux for 20 hours. After cooling, the crystals which have p... The reactants are ClC1=NC(=NC(=C1)NCC(C)(C)C)NCC(C)(C)C (4-chloro-2,6-bis(2,2-dimethylpropylamino)pyrimidine), N1CCNCC1 (piperazine). Yields the product CC(CNC1=NC(=CC(=N1)NCC(C)(C)C)N1CCNCC1)(C)C (2,4-bis(2,2-dimethylpropylamino)-6-(1-piperazinyl)pyrimidine). The yield is 51.1%. RXN SMILES: Cl[C:2]1[CH:7]=[C:6]([NH:8][CH2:9][C:10]([CH3:13])([CH3:12])[CH3:11])[N:5]=[C:4]([NH:14][CH2:15][C:16]([CH3:19])([CH3:18])[CH3:17])[N:3]=1.[NH:20]1[CH2:25][CH2:24][NH:23][CH2:22][CH2:21]1>>[CH3:17][C:16]([CH3:19])([CH3:18])[CH2:15][NH:14][C:4]1[N:5]=[C:6]([NH:8][CH2:9][C:10]([CH3:13])([CH3:12])[CH3:11])[CH:7]=[C:2]([N:20]2[CH2:25][CH2:24][NH:23][CH2:22][CH2:21]2)[N:3]=1. Reported procedure: The reaction of 4-chloro-2,6-bis(2,2-dimethylpropylamino)pyrimidine with piperazine as described in Example 5 gives the title compound in a yield of 51.1%, m.p.:138°-140° C. The reactants are ClC1=NC(=C2N=CN(C2=N1)C1CCCC1)Cl (2,6-dichloro-9-cyclopentylpurine), COC1=CC=C(C=C1)CCN (2-(4-methoxyphenyl)ethylamine). Solvent: C(C)N(CC)CC (triethylamine). Product: ClC1=NC(=C2N=CN(C2=N1)C1CCCC1)NCCC1=CC=C(C=C1)OC (2-Chloro-6-[2-(4-methoxyphenyl)ethylamino]-9-cyclopentylpurine). As a reaction SMILES: [Cl:1][C:2]1[N:10]=[C:9]2[C:5]([N:6]=[CH:7][N:8]2[CH:11]2[CH2:15][CH2:14][CH2:13][CH2:12]2)=[C:4](Cl)[N:3]=1.[CH3:17][O:18][C:19]1[CH:24]=[CH:23][C:22]([CH2:25][CH2:26][NH2:27])=[CH:21][CH:20]=1>C(N(CC)CC)C>[Cl:1][C:2]1[N:10]=[C:9]2[C:5]([N:6]=[CH:7][N:8]2[CH:11]2[CH2:15][CH2:14][CH2:13][CH2:12]2)=[C:4]([NH:27][CH2:26][CH2:25][C:22]2[CH:23]=[CH:24][C:19]([O:18][CH3:17])=[CH:20][CH:21]=2)[N:3]=1. Reported procedure: 2-Chloro-6-[2-(4-methoxyphenyl)ethylamino]-9-cyclopentylpurine is prepared from 2,6-dichloro-9-cyclopentylpurine, 2-(4-methoxyphenyl)ethylamine, and triethylamine essentially as described above in Example 1, Scheme A, step b. The reactants are C1(=CC=CC=C1)C=1N=COC1C1=CC=CC=C1 (4,5-diphenyloxazole), C(CCC)[Li] (butyllithium), COC=1C=C(CC2C(CCCCCC2)=O)C=CC1 (2-(3-methoxybenzyl)cyclooctanone), C(C)(=O)OCC (ethyl acetate). The solvent is C1CCOC1 (THF), C1CCOC1 (THF), O (water). Conditions: time 30 minute. Product: OC1(C(CCCCCC1)CC1=CC(=CC=C1)OC)C=1OC(=C(N1)C1=CC=CC=C1)C1=CC=CC=C1 (1-(hydroxy)-1-(4,5-diphenyloxazol-2-yl)-2-(3-methoxybenzyl)cyclooctane). The yield is 83.4%. RXN SMILES: [C:1]1([C:7]2[N:8]=[CH:9][O:10][C:11]=2[C:12]2[CH:17]=[CH:16][CH:15]=[CH:14][CH:13]=2)[CH:6]=[CH:5][CH:4]=[CH:3][CH:2]=1.C([Li])CCC.[CH3:23][O:24][C:25]1[CH:26]=[C:27]([CH:38]=[CH:39][CH:40]=1)[CH2:28][CH:29]1[CH2:36][CH2:35][CH2:34][CH2:33][CH2:32][CH2:31][C:30]1=[O:37].C(OCC)(=O)C>C1COCC1.O>[OH:37][C:30]1([C:9]2[O:10][C:11]([C:12]3[CH:13]=[CH:14][CH:15]=[CH:16][CH:17]=3)=[C:7]([C:1]3[CH:6]=[CH:5][CH:4]=[CH:3][CH:2]=3)[N:8]=2)[CH2:31][CH2:32][CH2:33][CH2:34][CH2:35][CH2:36][CH:29]1[CH2:28][C:27]1[CH:38]=[CH:39][CH:40]=[C:25]([O:24][CH3:23])[CH:26]=1. Reported procedure: To a solution of 4,5-diphenyloxazole (2.1 g) in THF (30 ml) at −78° C. under N2 was added butyllithium (1.6M in hexane, 6.7 ml). After 30 minutes, a solution of 2-(3-methoxybenzyl)cyclooctanone (2.4 g) in THF (10 ml) was added thereto and stirred for 1 hour at the same temperature. The reaction mixture was poured into the mixture of ethyl acetate and water. The organic layer was washed with 1N-HCl solution, sat. NaHCO3, and brine, dried over MgSO4, and evaporated in vacuo. The residue was purifi... The reactants are C(O)([O-])=O.[Na+] (sodium hydrogen carbonate), NC1CCN(CC1)CCN1C(C=NC2=CC=C(C=C12)OC)=O (1-(2-(4-aminopiperidin-1-yl)ethyl)-7-methoxyquinoxalin-2(1H)-one), O=C1CSC2=C(N1)C=C(C=C2)C=O (3-oxo-3,4-dihydro-2H-1,4-benzothiazine-6-carbaldehyde), C(#N)[BH3-].[Na+] (sodium cyanoborohydride). Run in C(Cl)(Cl)Cl (chloroform), C(C)(=O)O (acetic acid), CO (methanol). Run at time 4 hour. Yields the product COC1=CC=C2N=CC(N(C2=C1)CCN1CCC(CC1)NCC=1C=CC2=C(NC(CS2)=O)C1)=O (6-(((1-(2-(7-methoxy-2-oxoquinoxaline-1-(2H)-yl)ethyl)piperidin-4-yl)amino)methyl)-2H-1,4-benzothiazine-3(4H)-one). Isolated yield 18.9%. As a reaction SMILES: [NH2:1][CH:2]1[CH2:7][CH2:6][N:5]([CH2:8][CH2:9][N:10]2[C:19]3[C:14](=[CH:15][CH:16]=[C:17]([O:20][CH3:21])[CH:18]=3)[N:13]=[CH:12][C:11]2=[O:22])[CH2:4][CH2:3]1.[O:23]=[C:24]1[NH:29][C:28]2[CH:30]=[C:31]([CH:34]=O)[CH:32]=[CH:33][C:27]=2[S:26][CH2:25]1.C([BH3-])#N.[Na+].C(=O)([O-])O.[Na+]>C(Cl)(Cl)Cl.C(O)(=O)C.CO>[CH3:21][O:20][C:17]1[CH:18]=[C:19]2[C:14]([N:13]=[CH:12][C:11](=[O:22])[N:10]2[CH2:9][CH2:8][N:5]2[CH2:4][CH2:3][CH:2]([NH:1][CH2:34][C:31]3[CH:32]=[CH:33][C:27]4[S:26][CH2:25][C:24](=[O:23])[NH:29][C:28]=4[CH:30]=3)[CH2:7][CH2:6]2)=[CH:15][CH:16]=1 |f:2.3,4.5|. Procedure details: To 3.0 mL of methanol solution containing 0.20 g of 1-(2-(4-aminopiperidin-1-yl)ethyl)-7-methoxyquinoxalin-2(1H)-one, 0.13 g of 3-oxo-3,4-dihydro-2H-1,4-benzothiazine-6-carbaldehyde, 38 μL of acetic acid and 83 mg of sodium cyanoborohydride were added at room temperature and stirred at the same temperature for 4 hours. To the mixture, chloroform and aqueous saturated sodium hydrogen carbonate solution was added to be adjusted to pH 9.5, the organic layer was separated, and the aqueous layer was ... Reported procedure: The title compound was prepared (as described above for the preparation of Example 2) from 75 mg (0.177 mmol) of Intermediate 51 and 34 mg (0.194 mmol) of Intermediate 16 to yield 30 mg of Example 17: TLC (DCM/MeOH (4:1): Rf=0.63; 1H NMR (DMSO-d6, 400 MHz) δ11.49 (d, 1H, J=9.6), 7.77 (m, 4H), 7.37 (m, 3H), 7.10 (d, 2H, J=8.8), 6.97 (d, 2H, J=9.2), 6.79 (d, 2H, J=9.2), 5.54 (s, 1H), 4.66 (septuplet, 1H, J=6.0), 4.12 (t, 2H, J=6.8), 4.04 (m, 1H), 3.35 (m, 1H), 3.11 (m, 1H), 2.84 (t, 2H, J=6.8), 2.... Starting materials: N[C@H](C(=O)O)CC1=CC=C(C=C1)OCCC=1N=C(OC1C)C1=CC=C(C=C1)OC(C)C ((2S)-2-amino-3-(4-{2-[2-(4-isopropoxyphenyl)-5-methyl-1,3-oxazol-4-yl]ethoxy}phenyl)propanoic acid), C1(=CC=CC=C1)C(CC(CC)=O)=O ((phenyl)-1,3-pentanedione). The product is C(C)/C(=C/C(C1=CC=CC=C1)=O)/N[C@H](C(=O)O)CC1=CC=C(C=C1)OCCC=1N=C(OC1C)C1=CC=C(C=C1)OC(C)C ((2S)-2-{[(Z)-1-ethyl-3-oxo-3-phenyl-1-propenyl]amino}-3-(4-{2-[2-(4-isopropoxyphenyl)-5-methyl-1,3oxazol-4-yl]ethoxy}phenyl)propanoic acid), Example 17. As a reaction SMILES: [NH2:1][C@@H:2]([CH2:6][C:7]1[CH:12]=[CH:11][C:10]([O:13][CH2:14][CH2:15][C:16]2[N:17]=[C:18]([C:22]3[CH:27]=[CH:26][C:25]([O:28][CH:29]([CH3:31])[CH3:30])=[CH:24][CH:23]=3)[O:19][C:20]=2[CH3:21])=[CH:9][CH:8]=1)[C:3]([OH:5])=[O:4].[C:32]1([C:38](=[O:44])[CH2:39][C:40](=O)[CH2:41][CH3:42])[CH:37]=[CH:36][CH:35]=[CH:34][CH:33]=1>>[CH2:41](/[C:40](/[NH:1][C@@H:2]([CH2:6][C:7]1[CH:8]=[CH:9][C:10]([O:13][CH2:14][CH2:15][C:16]2[N:17]=[C:18]([C:22]3[CH:23]=[CH:24][C:25]([O:28][CH:29]([CH3:31])[CH3:30])=[CH:26][CH:27]=3)[O:19][C:20]=2[CH3:21])=[CH:11][CH:12]=1)[C:3]([OH:5])=[O:4])=[CH:39]/[C:38](=[O:44])[C:32]1[CH:37]=[CH:36][CH:35]=[CH:34][CH:33]=1)[CH3:42]. Reactants: NC1=C(C=C(C(=C1)F)C)NC1CCN(CC1)C(=O)OC(C)(C)C (1,1-Dimethylethyl 4-[(2-amino-4-fluoro-5-methylphenyl)amino]-1-piperidinecarboxylate), N,N′-carbonyldiimidazole, O1CCCC1 (tetrahydrofuran), N,N′-carbonyldiimidazole. Run at time 8 hour. The product is FC1=CC2=C(N(C(N2)=O)C2CCN(CC2)C(=O)OC(C)(C)C)C=C1C (1,1-Dimethylethyl 4-(5-fluoro-6-methyl-2-oxo-2,3-dihydro-1H-benzimidazol-1-yl)-1-piperidine-carboxylate). Isolated yield 77.0%. As a reaction SMILES: [NH2:1][C:2]1[CH:7]=[C:6]([F:8])[C:5]([CH3:9])=[CH:4][C:3]=1[NH:10][CH:11]1[CH2:16][CH2:15][N:14]([C:17]([O:19][C:20]([CH3:23])([CH3:22])[CH3:21])=[O:18])[CH2:13][CH2:12]1.[O:24]1CCC[CH2:25]1>>[F:8][C:6]1[C:5]([CH3:9])=[CH:4][C:3]2[N:10]([CH:11]3[CH2:12][CH2:13][N:14]([C:17]([O:19][C:20]([CH3:23])([CH3:22])[CH3:21])=[O:18])[CH2:15][CH2:16]3)[C:25](=[O:24])[NH:1][C:2]=2[CH:7]=1. Procedure: 1,1-Dimethylethyl 4-[(2-amino-4-fluoro-5-methylphenyl)amino]-1-piperidinecarboxylate (D28) (0.88 mmol, 284 mg) in tetrahydrofuran (30 mL) was treated with N,N′-carbonyldiimidazole (0.88 mmol, 141 mg, 1 eq) under argon at room temperature and was stirred at room temperature overnight. The reaction mixture was then concentrated under vacuum and the residue dissolved in THF (5 ml) and stirred for 3 h then heated at 45° C. for 45 min, then N,N′-carbonyldiimidazole (0.44 mmol, 70 mg, 0.5 eq) was adde... Starting materials: ClC(=CCl)OC1=CC=C(C=C1)C1=CC=CC=C1 (4-((1,2-Dichlorovinyl)oxy)-1,1′-biphenyl), C(C)OCC (diethyl ether), CN(C)CCN(C)C (TMEDA), C(CCC)[Li] (n-Butyllithium). The solvent is CCCCC (pentane), C(C)O (ethanol), CCCCC (n-pentane). Run at temperature -78 celsius, time 10 minute. The product is C(#C)OC1=CC=C(C=C1)C1=CC=CC=C1 (4-(Ethynyloxy)-1,1′-biphenyl). Yield: 56.9%. As a reaction SMILES: Cl[C:2]([O:5][C:6]1[CH:11]=[CH:10][C:9]([C:12]2[CH:17]=[CH:16][CH:15]=[CH:14][CH:13]=2)=[CH:8][CH:7]=1)=[CH:3]Cl.C(OCC)C.CN(CCN(C)C)C.C([Li])CCC>CCCCC.C(O)C>[C:2]([O:5][C:6]1[CH:11]=[CH:10][C:9]([C:12]2[CH:17]=[CH:16][CH:15]=[CH:14][CH:13]=2)=[CH:8][CH:7]=1)#[CH:3]. Reported procedure: To a two-necked, round-bottomed flask (100 mL) equipped with a nitrogen inlet adapter and rubber septum was added the vinyl ether 2 (2.0 g, 7.6 mmol, 1 eq), anhydrous diethyl ether (30 mL), and TMEDA (23 mmol, 3.3 mL, 3 eq), and then cooled at −78° C. 2.5 M n-Butyllithium (9.0 mL, 23 mmol, 3 eq) was then added drop-wise to the reaction mixture for over 5 min. The reaction mixture was then maintained at −78 C for 1 h and at −40° C. for 40 min, and then cooled to −78° C. while 10% ethanol in penta...